From a dataset of the Open Reaction Database (ORD), a public repository of structured organic reaction records. describe an organic reaction: reactants, conditions, products, and yield Reactants: CC1(CC(CCC1)=O)C (3,3-dimethylcyclohexanone), ClC1=CC=C(C=O)C=C1 (4-chlorobenzaldehyde), [OH-].[Na+] (sodium hydroxide). Solvent: O (water). Yields the product 48g, ClC1=CC=C(C=C2C(CC(CC2)(C)C)=O)C=C1 (2-(4-chlorobenzylidene)-5,5-dimethylcyclohexanone). Isolated yield 75.0%. As a reaction SMILES: [CH3:1][C:2]1([CH3:9])[CH2:7][CH2:6][CH2:5][C:4](=[O:8])[CH2:3]1.[Cl:10][C:11]1[CH:18]=[CH:17][C:14]([CH:15]=O)=[CH:13][CH:12]=1.[OH-].[Na+]>O>[Cl:10][C:11]1[CH:18]=[CH:17][C:14]([CH:15]=[C:5]2[CH2:6][CH2:7][C:2]([CH3:9])([CH3:1])[CH2:3][C:4]2=[O:8])=[CH:13][CH:12]=1 |f:2.3|. Procedure: A mixture of 3,3-dimethylcyclohexanone (34 g, 0.27 mole) and 4-chlorobenzaldehyde (38 g, 0.27 mole) in water (100 ml) containing sodium hydroxide (5.4 g, 0.27 mole) was refluxed for 24 hours. On cooling, the mixture was extracted with toluene and flashed to give 48g 2-(4-chlorobenzylidene)-5,5-dimethylcyclohexanone after crystallisation from methanol. M.pt. 85-6° C. Yield: 75%. Reactants: FC(CO)(F)F (2,2,2-trifluoroethanol), [H-].[Na+] (NaH), C(O)([O-])=O.[Na+] (sodium hydrogen carbonate), FC1=C(C=CC(=C1)N1N=CC=C1)N1N=C(C(C2=C1C=CO2)=O)C2=CC=NN2C2=CC=CC=C2 (1-[2-fluoro-4-(1H-pyrazol-1-yl)phenyl]-3-(1-phenyl-1H-pyrazol-5-yl)furo[3,2-c]pyridazin-4(1H)-one). Run in CN(C)C=O (DMF). Run at time 30 minute. Yields the product C1(=CC=CC=C1)N1N=CC=C1C=1C(C2=C(N(N1)C1=C(C=C(C=C1)N1N=CC=C1)OCC(F)(F)F)C=CO2)=O (3-(1-phenyl-1H-pyrazol-5-yl)-1-[4-(1H-pyrazol-1-yl)-2-(2,2,2-trifluoroethoxy)phenyl]furo[3,2-c]pyridazin-4(1H)-one). The yield is 54.4%. As a reaction SMILES: [F:1][C:2]([F:6])([F:5])[CH2:3][OH:4].[H-].[Na+].F[C:10]1[CH:15]=[C:14]([N:16]2[CH:20]=[CH:19][CH:18]=[N:17]2)[CH:13]=[CH:12][C:11]=1[N:21]1[C:26]2[CH:27]=[CH:28][O:29][C:25]=2[C:24](=[O:30])[C:23]([C:31]2[N:35]([C:36]3[CH:41]=[CH:40][CH:39]=[CH:38][CH:37]=3)[N:34]=[CH:33][CH:32]=2)=[N:22]1.C(=O)([O-])O.[Na+]>CN(C=O)C>[C:36]1([N:35]2[C:31]([C:23]3[C:24](=[O:30])[C:25]4[O:29][CH:28]=[CH:27][C:26]=4[N:21]([C:11]4[CH:12]=[CH:13][C:14]([N:16]5[CH:20]=[CH:19][CH:18]=[N:17]5)=[CH:15][C:10]=4[O:4][CH2:3][C:2]([F:6])([F:5])[F:1])[N:22]=3)=[CH:32][CH:33]=[N:34]2)[CH:41]=[CH:40][CH:39]=[CH:38][CH:37]=1 |f:1.2,4.5|. Procedure: To a solution of 2,2,2-trifluoroethanol (48 mg) in DMF (1 mL) was added 60% NaH (19.2 mg) under ice-cooling. The reaction mixture was stirred at room temperature for 30 min, and 1-[2-fluoro-4-(1H-pyrazol-1-yl)phenyl]-3-(1-phenyl-1H-pyrazol-5-yl)furo[3,2-c]pyridazin-4(1H)-one (70 mg) was added. The reaction mixture was stirred at 100° C. for 6 hr, and saturated aqueous sodium hydrogen carbonate solution was added. The reaction mixture was extracted with ethyl acetate, the extract was dried over a... Reactants: CC(=O)OC1C=CC(=O)C1, O=C(OC1C=CC(O)C1)c1ccccc1, ClCCl, O=[Cr](=O)(O)O, O=[Cr](=O)(O)O, c1ccncc1, c1ccncc1. Yields the product O=C1C=CC(OC(=O)c2ccccc2)C1. As a reaction SMILES: [C:16]([O:17][CH:18]1[CH2:19][C:20](=[O:21])[CH:22]=[CH:23]1)(=[O:24])[CH3:25].[C:1]([c:2]1[cH:3][cH:4][cH:5][cH:6][cH:7]1)(=[O:8])[O:9][CH:10]1[CH:11]=[CH:12][CH:13]([OH:15])[CH2:14]1.[CH2:42]([Cl:43])[Cl:44].[Cr:32]([OH:33])([OH:34])(=[O:35])=[O:36].[Cr:37]([OH:38])([OH:39])(=[O:40])=[O:41].[cH:45]1[cH:46][cH:47][n:48][cH:49][cH:50]1.[n:26]1[cH:27][cH:28][cH:29][cH:30][cH:31]1>>[C:1]([c:2]1[cH:3][cH:4][cH:5][cH:6][cH:7]1)(=[O:8])[O:9][CH:10]1[CH:11]=[CH:12][C:13](=[O:15])[CH2:14]1. Starting materials: CC(C)(C)OC(=O)N1CCC(c2ccc(N)c(Br)n2)CC1, OB(O)C1=CCCCC1, O=C([O-])[O-], CCO, Cc1ccccc1, [Na+], [Na+], c1ccc(P(c2ccccc2)(c2ccccc2)[Pd](P(c2ccccc2)(c2ccccc2)c2ccccc2)(P(c2ccccc2)(c2ccccc2)c2ccccc2)P(c2ccccc2)(c2ccccc2)c2ccccc2)cc1. The product is CC(C)(C)OC(=O)N1CCC(c2ccc(N)c(C3=CCCCC3)n2)CC1. Reaction SMILES: [C:1]([CH3:2])([CH3:3])([CH3:4])[O:5][C:6](=[O:7])[N:8]1[CH2:9][CH2:10][CH:11]([c:14]2[n:15][c:16]([Br:21])[c:17]([NH2:20])[cH:18][cH:19]2)[CH2:12][CH2:13]1.[C:22]1([B:28]([OH:29])[OH:30])=[CH:23][CH2:24][CH2:25][CH2:26][CH2:27]1.[C:41](=[O:42])([O-:43])[O-:44].[CH3:31][CH2:32][OH:33].[CH3:34][c:35]1[cH:36][cH:37][cH:38][cH:39][cH:40]1.[Na+:45].[Na+:46].[cH:47]1[cH:48][cH:49][c:50]([P:51]([Pd:52]([P:53]([c:54]2[cH:55][cH:56][cH:57][cH:58][cH:59]2)([c:60]2[cH:61][cH:62][cH:63][cH:64][cH:65]2)[c:66]2[cH:67][cH:68][cH:69][cH:70][cH:71]2)([P:72]([c:73]2[cH:74][cH:75][cH:76][cH:77][cH:78]2)([c:79]2[cH:80][cH:81][cH:82][cH:83][cH:84]2)[c:85]2[cH:86][cH:87][cH:88][cH:89][cH:90]2)[P:91]([c:92]2[cH:93][cH:94][cH:95][cH:96][cH:97]2)([c:98]2[cH:99][cH:100][cH:101][cH:102][cH:103]2)[c:104]2[cH:105][cH:106][cH:107][cH:108][cH:109]2)([c:110]2[cH:111][cH:112][cH:113][cH:114][cH:115]2)[c:116]2[cH:117][cH:118][cH:119][cH:120][cH:121]2)[cH:122][cH:123]1>>[C:1]([CH3:2])([CH3:3])([CH3:4])[O:5][C:6](=[O:7])[N:8]1[CH2:9][CH2:10][CH:11]([c:14]2[n:15][c:16]([C:22]3=[CH:23][CH2:24][CH2:25][CH2:26][CH2:27]3)[c:17]([NH2:20])[cH:18][cH:19]2)[CH2:12][CH2:13]1. Starting materials: COC=1C=CC2=C(CCN(C(N2)=O)C2CCNCC2)C1 (7-methoxy-3-piperidin-4-yl-1,3,4,5-tetrahydro-1,3-benzodiazepin-2-one), FC=1C=C(C#N)C=C(C1)C(=O)C1=CC2=C(NC(O2)=O)C(=C1)C (3-fluoro-5-(4-methyl-2-oxo-2,3-dihydro-benzoxazole-6-carbonyl)-benzonitrile). Solvent: CN(C)C=O (DMF). Yields the product COC1=CC2=C(NC(N(CC2)C2CCN(CC2)C=2C=C(C#N)C=C(C2)C(=O)C2=CC3=C(NC(O3)=O)C(=C2)C)=O)C=C1 (3-[4-(7-methoxy-2-oxo-1,2,4,5-tetrahydro-benzo[d][1,3]diazepin-3-yl)-piperidin-1-yl]-5-(4-methyl-2-oxo-2,3-dihydro-benzoxazole-6-carbonyl)-benzonitrile). As a reaction SMILES: [CH3:1][O:2][C:3]1[CH:4]=[CH:5][C:6]2[NH:12][C:11](=[O:13])[N:10]([CH:14]3[CH2:19][CH2:18][NH:17][CH2:16][CH2:15]3)[CH2:9][CH2:8][C:7]=2[CH:20]=1.F[C:22]1[CH:23]=[C:24]([CH:27]=[C:28]([C:30]([C:32]2[CH:41]=[C:40]([CH3:42])[C:35]3[NH:36][C:37](=[O:39])[O:38][C:34]=3[CH:33]=2)=[O:31])[CH:29]=1)[C:25]#[N:26]>CN(C=O)C>[CH3:1][O:2][C:3]1[CH:4]=[CH:5][C:6]2[NH:12][C:11](=[O:13])[N:10]([CH:14]3[CH2:19][CH2:18][N:17]([C:22]4[CH:23]=[C:24]([CH:27]=[C:28]([C:30]([C:32]5[CH:41]=[C:40]([CH3:42])[C:35]6[NH:36][C:37](=[O:39])[O:38][C:34]=6[CH:33]=5)=[O:31])[CH:29]=4)[C:25]#[N:26])[CH2:16][CH2:15]3)[CH2:9][CH2:8][C:7]=2[CH:20]=1. Procedure details: 0.22 g (0.80 mmol) 7-methoxy-3-piperidin-4-yl-1,3,4,5-tetrahydro-1,3-benzodiazepin-2-one and 0.12 g (0.40 mmol) 3-fluoro-5-(4-methyl-2-oxo-2,3-dihydro-benzoxazole-6-carbonyl)-benzonitrile were heated to 300° C. for approx. 10 min. Then the mixture was dissolved in DMF and purified by preparative HPLC-MS. The fractions containing the product were combined and the organic solvent was evaporated down. The residue was neutralised with 1N aqueous sodium hydroxide solution, the precipitate formed was ... The reactants are [H][H] (hydrogen), N([C@@H](CC1=CNC2=CC=CC=C12)C(=O)NN)C(=O)OC(C)(C)C (Boc-Trp-NHNH2), C(C1=CC=CC=C1)=O (benzaldehyde). The reagents and catalysts are [C].[Pd] (palladium carbon). Solvent: CO (MeOH). Product: N([C@@H](CC1=CNC2=CC=CC=C12)C(=O)NNCC1=CC=CC=C1)C(=O)OC(C)(C)C (Boc-Trp-NHNHCH2Ph). Reaction SMILES: [NH:1]([C:17]([O:19][C:20]([CH3:23])([CH3:22])[CH3:21])=[O:18])[C@H:2]([C:13]([NH:15][NH2:16])=[O:14])[CH2:3][C:4]1[C:12]2[C:7](=[CH:8][CH:9]=[CH:10][CH:11]=2)[NH:6][CH:5]=1.[CH:24](=O)[C:25]1[CH:30]=[CH:29][CH:28]=[CH:27][CH:26]=1.[H][H]>CO.[C].[Pd]>[NH:1]([C:17]([O:19][C:20]([CH3:23])([CH3:22])[CH3:21])=[O:18])[C@H:2]([C:13]([NH:15][NH:16][CH2:24][C:25]1[CH:30]=[CH:29][CH:28]=[CH:27][CH:26]=1)=[O:14])[CH2:3][C:4]1[C:12]2[C:7](=[CH:8][CH:9]=[CH:10][CH:11]=2)[NH:6][CH:5]=1 |f:4.5|. Reported procedure: In 600 ml of MeOH were dissolved 60.00 g of Boc-Trp-NHNH2 and 21.00 g of benzaldehyde, and the mixture was stirred in the presence of 3.80 g of 10% palladium carbon for 18 hours in a hydrogen stream. Subsequent procedures were carried out in the same manner as in Reference example 21 to obtain the title compound.